From a dataset of the Open Reaction Database (ORD), a public repository of structured organic reaction records. describe an organic reaction: reactants, conditions, products, and yield Reactants: COC(O)(CO)OC, COc1ccc(CCC2(C3CCCC3)CC(=O)CC(=O)O2)cc1Cl, Cn1c(CCl)nc2ccccc21, [Na+], [Na+], O=C([O-])[O-], O. Yields the product COc1ccc(CCC2(C3CCCC3)CC(=O)C(Cc3nc4ccccc4n3C)C(=O)O2)cc1Cl. Reaction SMILES: [CH3:43][O:44][C:45]([OH:46])([O:47][CH3:48])[CH2:49][OH:50].[Cl:1][c:2]1[cH:3][c:4]([CH2:10][CH2:11][C:12]2([CH:20]3[CH2:21][CH2:22][CH2:23][CH2:24]3)[CH2:13][C:14](=[O:19])[CH2:15][C:16](=[O:18])[O:17]2)[cH:5][cH:6][c:7]1[O:8][CH3:9].[Cl:31][CH2:32][c:33]1[n:34][c:35]2[c:36]([n:37]1[CH3:38])[cH:39][cH:40][cH:41][cH:42]2.[Na+:25].[Na+:26].[O-:27][C:28](=[O:29])[O-:30].[OH2:51]>>[Cl:1][c:2]1[cH:3][c:4]([CH2:10][CH2:11][C:12]2([CH:20]3[CH2:21][CH2:22][CH2:23][CH2:24]3)[CH2:13][C:14](=[O:19])[CH:15]([CH2:32][c:33]3[n:34][c:35]4[c:36]([n:37]3[CH3:38])[cH:39][cH:40][cH:41][cH:42]4)[C:16](=[O:18])[O:17]2)[cH:5][cH:6][c:7]1[O:8][CH3:9]. Starting materials: CN(C(=O)C1=CC2=C(N=C(N=C2)NC2=NC=C(C=C2)N2C[C@H](NCC2)C)N1C1CCCC1)C (7-cyclopentyl-2-[5-((R)-3-methyl-piperazin-1-yl)-pyridin-2-ylamino]-7H-pyrrolo[2,3-d]pyrimidine-6-carboxylic acid dimethylamide), BrCCO (2-bromo ethanol). The product is CN(C(=O)C1=CC2=C(N=C(N=C2)NC2=NC=C(C=C2)N2C[C@H](N(CC2)CCO)C)N1C1CCCC1)C (7-cyclopentyl-2-{5-[(R)-4-(2-hydroxy-ethyl)-3-methyl-piperazin-1-yl]-pyridin-2-ylamino}-7H-pyrrolo[2,3-d]pyrimidine-6-carboxylic acid dimethylamide). Isolated yield 68.4%. As a reaction SMILES: [CH3:1][N:2]([CH3:33])[C:3]([C:5]1[N:27]([CH:28]2[CH2:32][CH2:31][CH2:30][CH2:29]2)[C:8]2[N:9]=[C:10]([NH:13][C:14]3[CH:19]=[CH:18][C:17]([N:20]4[CH2:25][CH2:24][NH:23][C@H:22]([CH3:26])[CH2:21]4)=[CH:16][N:15]=3)[N:11]=[CH:12][C:7]=2[CH:6]=1)=[O:4].Br[CH2:35][CH2:36][OH:37]>>[CH3:33][N:2]([CH3:1])[C:3]([C:5]1[N:27]([CH:28]2[CH2:32][CH2:31][CH2:30][CH2:29]2)[C:8]2[N:9]=[C:10]([NH:13][C:14]3[CH:19]=[CH:18][C:17]([N:20]4[CH2:25][CH2:24][N:23]([CH2:35][CH2:36][OH:37])[C@H:22]([CH3:26])[CH2:21]4)=[CH:16][N:15]=3)[N:11]=[CH:12][C:7]=2[CH:6]=1)=[O:4]. Procedure details: Following General Procedure D, 7-cyclopentyl-2-[5-((R)-3-methyl-piperazin-1-yl)-pyridin-2-ylamino]-7H-pyrrolo[2,3-d]pyrimidine-6-carboxylic acid dimethylamide (43 mg, 0.095 mmol) and 2-bromo ethanol (13 mg, 0.105 mmol) gave 7-cyclopentyl-2-{5-[(R)-4-(2-hydroxy-ethyl)-3-methyl-piperazin-1-yl]-pyridin-2-ylamino}-7H-pyrrolo[2,3-d]pyrimidine-6-carboxylic acid dimethylamide (32 mg, 68%). MS (ESI) m/z 493.3 (M+H)+ Reactants: COc1ccc(P2(=S)SP(=S)(c3ccc(OC)cc3)S2)cc1, Cc1ccccc1, CC(C)CC(NC(=O)OC(C)(C)C)C(N)=O. Yields the product CC(C)CC(NC(=O)OC(C)(C)C)C(N)=S. As a reaction SMILES: [CH3:17][O:18][c:19]1[cH:20][cH:21][c:22]([P:23]2(=[S:26])[S:24][P:25]([c:27]3[cH:28][cH:29][c:30]([O:31][CH3:32])[cH:33][cH:34]3)(=[S:35])[S:36]2)[cH:37][cH:38]1.[CH3:39][c:40]1[cH:41][cH:42][cH:43][cH:44][cH:45]1.[NH2:1][C:2]([CH:3]([CH2:4][CH:5]([CH3:6])[CH3:7])[NH:8][C:9]([O:10][C:11]([CH3:12])([CH3:13])[CH3:14])=[O:15])=[O:16]>>[NH2:1][C:2]([CH:3]([CH2:4][CH:5]([CH3:6])[CH3:7])[NH:8][C:9]([O:10][C:11]([CH3:12])([CH3:13])[CH3:14])=[O:15])=[S:26]. Reactants: ClC1=CC(=CC=C1)C(=O)OO (m-Chloroperbenzoic acid), C/C(/CCC(=O)OCC)=C\CCC(C=C)=C (ethyl 4-methyl-8-methylene-(E)-4,9-decadienoate), C(Cl)Cl (methylene chloride), C([O-])([O-])=O.[K+].[K+] (potassium carbonate). Run in O (water), CO (methanol). Conditions: temperature 0 celsius, time 2 hour. The product is OC(CCC(C=C)=C)C1(OC(CC1)=O)C (2-(1-hydroxy-4-methylene-5-hexenyl)-2-methyl-5-oxo-tetrahydrofuran). Isolated yield 58.2%. RXN SMILES: ClC1C=CC=C(C(OO)=[O:9])C=1.[CH3:12]/[C:13](=[CH:21]\[CH2:22][CH2:23][C:24](=[CH2:27])[CH:25]=[CH2:26])/[CH2:14][CH2:15][C:16]([O:18]CC)=[O:17].C(Cl)Cl.C(=O)([O-])[O-].[K+].[K+]>CO.O>[OH:9][CH:21]([C:13]1([CH3:12])[CH2:14][CH2:15][C:16](=[O:18])[O:17]1)[CH2:22][CH2:23][C:24](=[CH2:27])[CH:25]=[CH2:26] |f:3.4.5|. Procedure details: m-Chloroperbenzoic acid (36 g, 0.175 M) is added in five portions to a mixture of ethyl 4-methyl-8-methylene-(E)-4,9-decadienoate (40 g, 0.18 M) and methylene chloride (1 l), at -8° C. under nitrogen and the resulting mixture is stirred for two hours. The precipitate is filtered and the filtrate dried in vacuo to give crude ethyl 4-methyl-8-methylene-4,5-oxido-9-decenoate. This material is dissolved in methanol (200 ml) and the resulting solution is treated with saturated potassium carbonate sol...